From a dataset of the Open Reaction Database (ORD), a public repository of structured organic reaction records. describe an organic reaction: reactants, conditions, products, and yield Yields the product ClC1=CC(=C(CN2N=C(C3=CC(=CC=C23)\C=C/2\C(N(C(S2)=O)C2CCN(CC2)CC)=O)OC)C=C1)C(F)(F)F ((5Z)-5-({1-[4-Chloro-2-(trifluoromethyl)benzyl]-3-methoxy-1H-indazol-5-yl}methylidene)-3-(1-ethylpiperidin-4-yl)-1,3-thiazolidine-2,4-dione). Starting materials: ClC1=CC(=C(CN2N=C(C3=CC(=CC=C23)\C=C/2\C(N(C(S2)=O)C2CCNCC2)=O)OC)C=C1)C(F)(F)F ((5Z)-5-({1-[4-chloro-2-(trifluoromethyl)benzyl]-3-methoxy-1H-indazol-5-yl}methylidene)-3-piperidin-4-yl-1,3-thiazolidine-2,4-dione), C(C)I (ethyl iodide). Reported procedure: (5Z)-5-({1-[4-Chloro-2-(trifluoromethyl)benzyl]-3-methoxy-1H-indazol-5-yl}methylidene)-3-(1-ethylpiperidin-4-yl)-1,3-thiazolidine-2,4-dione was prepared from (5Z)-5-({1-[4-chloro-2-(trifluoromethyl)benzyl]-3-methoxy-1H-indazol-5-yl}methylidene)-3-piperidin-4-yl-1,3-thiazolidine-2,4-dione (Example 29) and ethyl iodide following General Procedure S. As a reaction SMILES: [Cl:1][C:2]1[CH:33]=[CH:32][C:5]([CH2:6][N:7]2[C:15]3[C:10](=[CH:11][C:12](/[CH:16]=[C:17]4/[C:18](=[O:29])[N:19]([CH:23]5[CH2:28][CH2:27][NH:26][CH2:25][CH2:24]5)[C:20](=[O:22])[S:21]/4)=[CH:13][CH:14]=3)[C:9]([O:30][CH3:31])=[N:8]2)=[C:4]([C:34]([F:37])([F:36])[F:35])[CH:3]=1.[CH2:38](I)[CH3:39]>>[Cl:1][C:2]1[CH:33]=[CH:32][C:5]([CH2:6][N:7]2[C:15]3[C:10](=[CH:11][C:12](/[CH:16]=[C:17]4/[C:18](=[O:29])[N:19]([CH:23]5[CH2:24][CH2:25][N:26]([CH2:38][CH3:39])[CH2:27][CH2:28]5)[C:20](=[O:22])[S:21]/4)=[CH:13][CH:14]=3)[C:9]([O:30][CH3:31])=[N:8]2)=[C:4]([C:34]([F:37])([F:36])[F:35])[CH:3]=1. Reactants: COC1=CC2=CCC3C4CCC(=O)C4(C)CCC3C2(C)CC1, COCC(=O)O. Yields the product COC1=CC2=CCC3C(CCC4(C)C3CCC4(O)C(OC)C(=O)O)C2(C)CC1. RXN SMILES: [CH3:1][O:2][C:3]1=[CH:4][C:5]2=[CH:6][CH2:7][CH:8]3[CH:9]4[CH2:10][CH2:11][C:12](=[O:22])[C:13]4([CH3:14])[CH2:15][CH2:16][CH:17]3[C:18]2([CH3:21])[CH2:19][CH2:20]1.[CH3:23][O:24][CH2:25][C:26](=[O:27])[OH:28]>>[CH3:1][O:2][C:3]1=[CH:4][C:5]2=[CH:6][CH2:7][CH:8]3[CH:9]4[CH2:10][CH2:11][C:12]([OH:22])([CH:25]([O:24][CH3:23])[C:26](=[O:27])[OH:28])[C:13]4([CH3:14])[CH2:15][CH2:16][CH:17]3[C:18]2([CH3:21])[CH2:19][CH2:20]1. Starting materials: C(C)(=O)[O-].[NH4+] (ammonium acetate), CC(C(CC(=O)[O-])=O)C (4-methyl-3-oxopentanoate). Run in CO (methanol). Reaction conditions: temperature 55 celsius, time 5 hour. Yields the product NC(=CC(=O)OC)C(C)C (methyl 3-amino-4-methylpent-2-enoate). Isolated yield 76.0%. As a reaction SMILES: [C:1]([O-])(=O)C.[NH4+:5].[CH3:6][CH:7]([CH3:14])[C:8](=O)[CH2:9][C:10]([O-:12])=[O:11]>CO>[NH2:5][C:8]([CH:7]([CH3:14])[CH3:6])=[CH:9][C:10]([O:12][CH3:1])=[O:11] |f:0.1|. Procedure: A 2 L jacketed reactor is charged ammonium acetate (668 g, 8.67 mol) and the reactor is flushed with argon. Then 4-methyl-3-oxopentanoate (500 g, 3.47 mols) is charged followed by methanol (1.0 L). The mixture is agitated at 55° C. for 5 h and concentrated in vacuo to about 1 L and then cooled to about 20° C. A solution of iPrAc (1.5 L) is added and the organic phase is washed with water (2×1.0 L). The organic phase is concentrated to provide methyl 3-amino-4-methylpent-2-enoate (Int-2) as yello... The reactants are [H-].[Na+] (Sodium hydride), C(C(=O)C)C1=CC=C(C(=O)O)C=C1 (4-acetonylbenzoic acid), C(C(C)(C)C)(=O)OCCl (Chloromethyl pivalate). The solvent is C(C)#N (acetonitrile). Yields the product C(C(C)(C)C)(=O)OCOC(=O)C1=CC=C(C=C1)CC(C)=O (1-(4-Pivaloyloxymethyloxycarbonylphenyl)propan-2-one). Reaction SMILES: [H-].[Na+].[CH2:3]([C:7]1[CH:15]=[CH:14][C:10]([C:11]([OH:13])=[O:12])=[CH:9][CH:8]=1)[C:4]([CH3:6])=[O:5].[C:16]([O:22][CH2:23]Cl)(=[O:21])[C:17]([CH3:20])([CH3:19])[CH3:18]>C(#N)C>[C:16]([O:22][CH2:23][O:12][C:11]([C:10]1[CH:14]=[CH:15][C:7]([CH2:3][C:4](=[O:5])[CH3:6])=[CH:8][CH:9]=1)=[O:13])(=[O:21])[C:17]([CH3:20])([CH3:19])[CH3:18] |f:0.1|. Procedure: Sodium hydride (0.48 g) was added to 4-acetonylbenzoic acid (3.56 g) in acetonitrile and the solution refluxed for 1/2 hour. Chloromethyl pivalate (3.02 g) was then added and the mixture refluxed for 22 hours. Acetonitrile was removed, the residue partitioned between ether and water and the organic layer separated and washed with sodium bicarbonate solution (x2). The ether layer was dried (MgSO4) and evaporated to give the title compound which was crystallised and recrystallised from hexane. τ (... Reactants: NC=1SC(=NN1)C1=CC(=C(C(=C1)OC)OC)OC (2-amino-5-(3', 4', 5'-trimethoxyphenyl)-1,3,4-thiadiazole), COC(=O)C#CC(=O)OC (acetylene dicarboxylic acid dimethyl ester), C(C)O (ethanol). Product: C(C)OC(=O)C1=CC(N=C2N1N=C(S2)C2=CC(=C(C(=C2)OC)OC)OC)=O (2-(3',4',5'-trimethoxyphenyl)-7H-1,3,4-thiadiazolo-[3,2-a]-pyrimidin-7-one-5-carboxylic acid ethyl ester). Reaction SMILES: [NH2:1][C:2]1[S:3][C:4]([C:7]2[CH:12]=[C:11]([O:13][CH3:14])[C:10]([O:15][CH3:16])=[C:9]([O:17][CH3:18])[CH:8]=2)=[N:5][N:6]=1.[CH3:19][O:20][C:21]([C:23]#[C:24][C:25]([O:27]C)=O)=[O:22].[CH2:29](O)C>>[CH2:19]([O:20][C:21]([C:23]1[N:6]2[N:5]=[C:4]([C:7]3[CH:8]=[C:9]([O:17][CH3:18])[C:10]([O:15][CH3:16])=[C:11]([O:13][CH3:14])[CH:12]=3)[S:3][C:2]2=[N:1][C:25](=[O:27])[CH:24]=1)=[O:22])[CH3:29]. Reported procedure: The reaction of 9.7 g of 2-amino-5-(3', 4', 5'-trimethoxyphenyl)-1,3,4-thiadiazole with 6.2 g of acetylene dicarboxylic acid dimethyl ester in 200 ml of ethanol in accordance with Example 12 gives 2-(3',4',5'-trimethoxyphenyl)-7H-1,3,4-thiadiazolo-[3,2-a]-pyrimidin-7-one-5-carboxylic acid ethyl ester which, as a crude product, melts at 205°-207° C. with decomposition and which is converted as described in Example 12 into the corresponding free acid melting at 220°-223° C. with decomposition. Starting materials: [Li]CCCC, CC(C)(C)[O-], Cc1cc2cccnc2[nH]1, CI, CCOCC, [K+]. The product is CCc1cc2cccnc2[nH]1. RXN SMILES: [CH3:11][CH2:12][CH2:13][CH2:14][Li:15].[CH3:16][C:17]([CH3:18])([O-:19])[CH3:20].[CH3:1][c:2]1[nH:3][c:4]2[n:5][cH:6][cH:7][cH:8][c:9]2[cH:10]1.[CH3:22][I:23].[CH3:24][CH2:25][O:26][CH2:27][CH3:28].[K+:21]>>[CH2:1]([c:2]1[nH:3][c:4]2[n:5][cH:6][cH:7][cH:8][c:9]2[cH:10]1)[CH3:11]. The reactants are FC(C(=O)O)(F)F (trifluoroacetic acid), C1(=CC=CC=C1)S (thiophenol), C(Cl)(Cl)Cl (chloroform), ice water, CC(C1=CC=CC=C1)(C)NC([C@H](CSCC1=CC=C(C=C1)OC)NC(=O)OC(C)(C)C)=O ((2R)-N-(α,α-dimethylbenzyl)-2-(t-butoxycarbonylamino)-3-(p-methoxybenzylthio)propionamide). Solvent: CCCCCC (hexane), C(C)OCC (diethyl ether). Conditions: time 1.5 hour. Yields the product FC(C(=O)O)(F)F.CC(C1=CC=CC=C1)(C)NC([C@H](CSCC1=CC=C(C=C1)OC)N)=O ((2R)-N-(α,α-Dimethylbenzyl)-2-amino-3-(p-methoxybenzylthio)propionamide trifluoroacetate). As a reaction SMILES: C1(S)C=CC=CC=1.C(Cl)(Cl)Cl.[CH3:12][C:13]([NH:21][C:22](=[O:43])[C@@H:23]([NH:35]C(OC(C)(C)C)=O)[CH2:24][S:25][CH2:26][C:27]1[CH:32]=[CH:31][C:30]([O:33][CH3:34])=[CH:29][CH:28]=1)([CH3:20])[C:14]1[CH:19]=[CH:18][CH:17]=[CH:16][CH:15]=1.[F:44][C:45]([F:50])([F:49])[C:46]([OH:48])=[O:47]>C(OCC)C.CCCCCC>[F:44][C:45]([F:50])([F:49])[C:46]([OH:48])=[O:47].[CH3:20][C:13]([NH:21][C:22](=[O:43])[C@@H:23]([NH2:35])[CH2:24][S:25][CH2:26][C:27]1[CH:28]=[CH:29][C:30]([O:33][CH3:34])=[CH:31][CH:32]=1)([CH3:12])[C:14]1[CH:15]=[CH:16][CH:17]=[CH:18][CH:19]=1 |f:6.7|. Procedure: 1.6 g of thiophenol was added to 20 ml of a chloroform solution containing 6.093 g of (2R)-N-(α,α-dimethylbenzyl)-2-(t-butoxycarbonylamino)-3-(p-methoxybenzylthio)propionamide (prepared as described in Preparation 6), and then the mixture was placed over an ice-water bath, and 15 ml of trifluoroacetic acid were added; the mixture was stirred for 20 minutes at the temperature of the ice-water bath. After additional stirring for 1.5 hours at room temperature, the solvent and excess reagents were d... Reactants: [OH-].[Na+] (sodium hydroxide), C(CCCCCCCCCCC)OC1=CC=CC=C1 (Dodecyloxybenzene), CN(C1=CC=CC=C1)C=O (N-methylformanilide), O=P(Cl)(Cl)Cl (POCl3). Reaction conditions: time 1 hour. Yields the product C(CCCCCCCCCCC)OC1=CC=C(C=O)C=C1 (4-Dodecyloxybenzaldehyde). RXN SMILES: [CH2:1]([O:13][C:14]1[CH:19]=[CH:18][CH:17]=[CH:16][CH:15]=1)[CH2:2][CH2:3][CH2:4][CH2:5][CH2:6][CH2:7][CH2:8][CH2:9][CH2:10][CH2:11][CH3:12].CN([CH:28]=[O:29])C1C=CC=CC=1.O=P(Cl)(Cl)Cl.[OH-].[Na+]>>[CH2:1]([O:13][C:14]1[CH:15]=[CH:16][C:17]([CH:28]=[O:29])=[CH:18][CH:19]=1)[CH2:2][CH2:3][CH2:4][CH2:5][CH2:6][CH2:7][CH2:8][CH2:9][CH2:10][CH2:11][CH3:12] |f:3.4|. Procedure: Dodecyloxybenzene (2.48 g; 9.45 mmol) is dissolved in N-methylformanilide (195.17 g; 9.45 mmol). POCl3 (1.45 g; 159.33 g; 9.45 mmol) is added dropwise with ice-cooling. Stirring is carried out for 1 hour at 25° C., and then for 3 hours at 60° C. Pouring onto ice is then carried out and the pH is adjusted to 6 using sodium hydroxide solution. Extraction is then carried out with tert-butyl methyl ether (2×50 ml), and the combined organic phases are washed with aqueous NaHCO3 solution and dried ove... Starting materials: solution, [OH-].[Li+] (lithium hydroxide), CC=1SC2=C(N1)C(CC2)C(=O)OCC (Ethyl 2-methyl-5,6-dihydro-4H-cyclopenta[d][1,3]thiazole-4-carboxylate). The solvent is C1CCOC1 (THF), CO (methanol). Reaction conditions: time 3 hour. The product is CC=1SC2=C(N1)C(CC2)C(=O)O (2-Methyl-5,6-dihydro-4H-cyclopenta[d][1,3]thiazole-4-carboxylic acid). As a reaction SMILES: [CH3:1][C:2]1[S:3][C:4]2[CH2:9][CH2:8][CH:7]([C:10]([O:12]CC)=[O:11])[C:5]=2[N:6]=1.[OH-].[Li+]>C1COCC1.CO>[CH3:1][C:2]1[S:3][C:4]2[CH2:9][CH2:8][CH:7]([C:10]([OH:12])=[O:11])[C:5]=2[N:6]=1 |f:1.2|. Procedure details: To a solution of 31.5 g (149 mmol) of ethyl 2-methyl-5,6-dihydro-4H-cyclopenta[d][1,3]thiazole-4-carboxylate from step A in a mixture of 450 mL of anhydrous THF and 100 mL of methanol was added a solution of 149 mL of a 1.0 M solution (149 mmol) of lithium hydroxide. The resulting mixture stirred at room temperature for 3 h and then the volatile organics were evaporated in vacuo. The aqueous residue was extracted with Et2O (2×250 ml.) and then acidified to pH=3 with 170 mL of a 1.0 N hydrochlori... Reactants: BrC=1C=C(C=C(C1)OC(F)(F)F)C1=CC(=NN1C1=CC(=NC=C1)C(F)(F)F)C(=O)O (5-(3-Bromo-5-trifluoromethoxyphenyl)-1-(2-trifluoromethylpyridin-4-yl)-1H-pyrazole-3-carboxylic acid), ClC=1C=C(C=C(C1)F)C1=CC(=NN1C1=NC=CC=C1)C(=O)N1CNC(C1)=O (1-{[5-(3-Chloro-5-fluorophenyl)-1-(pyridin-2-yl)-1H-pyrazol-3-yl]carbonyl}imidazolidin-4-one), Cl.N1C(NC=C1)=O (4-imidazolinone-hydrochloride). Product: BrC=1C=C(C=C(C1)OC(F)(F)F)C1=CC(=NN1C1=CC(=NC=C1)C(F)(F)F)C(=O)N1CNC(C1)=O (1-({5-[3-Bromo-5-(trifluoromethoxy)phenyl]-1-[2-(trifluoromethyl)pyridin-4-yl]-1H-pyrazol-3-yl}carbonyl)imidazolidin-4-one). Reaction SMILES: [Br:1][C:2]1[CH:3]=[C:4]([C:13]2[N:17]([C:18]3[CH:23]=[CH:22][N:21]=[C:20]([C:24]([F:27])([F:26])[F:25])[CH:19]=3)[N:16]=[C:15]([C:28](O)=[O:29])[CH:14]=2)[CH:5]=[C:6]([O:8][C:9]([F:12])([F:11])[F:10])[CH:7]=1.ClC1C=C(C2N(C3C=CC=CN=3)N=C(C(N3CC(=O)NC3)=[O:51])C=2)C=C(F)C=1.Cl.[NH:59]1[CH:63]=[CH:62][NH:61][C:60]1=O>>[Br:1][C:2]1[CH:3]=[C:4]([C:13]2[N:17]([C:18]3[CH:23]=[CH:22][N:21]=[C:20]([C:24]([F:26])([F:27])[F:25])[CH:19]=3)[N:16]=[C:15]([C:28]([N:59]3[CH2:63][C:62](=[O:51])[NH:61][CH2:60]3)=[O:29])[CH:14]=2)[CH:5]=[C:6]([O:8][C:9]([F:10])([F:11])[F:12])[CH:7]=1 |f:2.3|. Procedure: 75 mg (0.15 mmol) of the compound of Example 47A is reacted analogously to the synthesis of the compound of Example 1 with 20 mg (0.17 mmol) of 4-imidazolinone-hydrochloride. 72 mg (84% of theory) of the title compound is obtained.